This data is from the Open Reaction Database (ORD), a public repository of structured organic reaction records. The task is: describe an organic reaction: reactants, conditions, products, and yield Starting materials: C(C1=CC=CC=C1)OC1=CC(=C(C=C1)C=C)OCC(=C)C1=CC=C(C=C1)OC (4-benzyloxy-2-[2-(4-methoxyphenyl)allyloxy]-1-vinylbenzene), BrCC(=O)C1=CC=C(C=C1)OC (2-bromo-4′-methoxyacetophenone), C(C1=CC=CC=C1)OC1=CC(=C(C=O)C=C1)O (4-benzyloxy-2-hydroxybenzaldehyde), CC(C)(C)[O-].[K+] (t-BuOK). Yields the product C(C1=CC=CC=C1)OC=1C=CC(=C(OCC(=O)C2=CC=C(C=C2)OC)C1)C=C (2-(5-benzyloxy-2-vinylphenoxy)-1-(4-methoxyphenyl)ethanone). The yield is 74.0%. RXN SMILES: [CH2:1]([O:8][C:9]1[CH:14]=[CH:13][C:12]([CH:15]=[CH2:16])=[C:11]([O:17][CH2:18][C:19]([C:21]2[CH:26]=[CH:25][C:24]([O:27][CH3:28])=[CH:23][CH:22]=2)=C)[CH:10]=1)[C:2]1[CH:7]=[CH:6][CH:5]=[CH:4][CH:3]=1.C([O:36]C1C=CC(C=O)=C(O)C=1)C1C=CC=CC=1.CC([O-])(C)C.[K+].BrCC(C1C=CC(OC)=CC=1)=O>>[CH2:1]([O:8][C:9]1[CH:14]=[CH:13][C:12]([CH:15]=[CH2:16])=[C:11]([CH:10]=1)[O:17][CH2:18][C:19]([C:21]1[CH:26]=[CH:25][C:24]([O:27][CH3:28])=[CH:23][CH:22]=1)=[O:36])[C:2]1[CH:7]=[CH:6][CH:5]=[CH:4][CH:3]=1 |f:2.3|. Procedure details: Alternatively, the compound 2 can be obtained by reacting 4-benzyloxy-2-hydroxybenzaldehyde with a mixture of MTPPB and t-BuOK, followed by reaction with 2-bromo-4′-methoxyacetophenone, and the resultant mixture, instead of being subjected to purification to afford compound 2a, was continuously reacted with a mixture of MTPPB and t-BuOK in THF, giving a one pot yield of 74%. The reactants are CN(C1=CC=C(C=C1)N\C(=C\1/C(NC=2C1=NC=C(C2)C(=O)OC)=O)\C2=CC=CC=C2)CCN2CCN(CC2)C ((Z)-methyl 3-(((4-(methyl(2-(4-methylpiperazin-1-yl)ethyl)amino)phenyl)amino)(phenyl)methylene)-2-oxo-2,3-dihydro-1H-pyrrolo[3,2-b]pyridine-6-carboxylate), CN(C(CCN(C1=CC=C(C=C1)N\C(=C\1/C(NC2=NC(=CC=C21)C(=O)OC)=O)\C2=CC=CC=C2)C)=O)C ((Z)-methyl 3-(((4-((3-(dimethylamino)-3-oxopropyl)(methyl)amino)phenyl)amino)(phenyl)methylene)-2-oxo-2,3-dihydro-1H-pyrrolo[2,3-b]pyridine-6-carboxylate), C(C)N(C(CN(C1=CC=C(C=C1)N\C(=C\1/C(NC=2C1=NC=C(C2)C(=O)OC)=O)\C2=CC=CC=C2)C)=O)C ((Z)-methyl 3-(((4-((2-(ethyl(methyl)amino)-2-oxoethyl)(methyl)amino)phenyl)amino)(phenyl)methylene)-2-oxo-2,3-dihydro-1H-pyrrolo[3,2-b]pyridine-6-carboxylate), CN(C1=CC=C(C=C1)N\C(=C\1/C(NC2=NC(=CC=C21)C(=O)OC)=O)\C2=CC=CC=C2)CCN2CCN(CC2)C ((Z)-methyl 3-(((4-(methyl(2-(4-methylpiperazin-1-yl)ethyl)amino)phenyl)amino)(phenyl)methylene)-2-oxo-2,3-dihydro-1H-pyrrolo[2,3-b]pyridine-6-carboxylate), O=S1(CCN(CC1)CC(=O)N(C)C1=CC=C(C=C1)N\C(=C\1/C(NC=2C1=NC=C(C2)C(=O)OC)=O)\C2=CC=CC=C2)=O ((Z)-methyl 3-(((4-(2-(1,1-dioxidothiomorpholino)-N-methylacetamido)phenyl)amino)(phenyl)methylene)-2-oxo-2,3-dihydro-1H-pyrrolo[3,2-b]pyridine-6-carboxylate), C(C)N(C(CN(C1=CC=C(C=C1)N\C(=C\1/C(NC2=C1C=NC(=C2)C(=O)OC)=O)\C2=CC=CC=C2)C)=O)C ((Z)-methyl 3-(((4-((2-(ethyl(methyl)amino)-2-oxoethyl)(methyl)amino)phenyl)amino)(phenyl)methylene)-2-oxo-2,3-dihydro-1H-pyrrolo[3,2-c]pyridine-6-carboxylate), CN(CC(=O)N(C)C1=CC=C(C=C1)N\C(=C\1/C(NC=2C1=NC=C(C2)C(=O)OC)=O)\C2=CC=CC=C2)C ((Z)-methyl 3-(((4-(2-(dimethylamino)-N-methylacetamido)phenyl)amino)(phenyl)methylene)-2-oxo-2,3-dihydro-1H-pyrrolo[3,2-b]pyridine-6-carboxylate), CN(CC(=O)N(C)C1=CC=C(C=C1)N\C(=C\1/C(NC2=C1C=NC(=C2)C(=O)OC)=O)\C2=CC=CC=C2)C ((Z)-methyl 3-(((4-(2-(dimethylamino)-N-methylacetamido)phenyl)amino)(phenyl)methylene)-2-oxo-2,3-dihydro-1H-pyrrolo[3,2-c]pyridine-6-carboxylate), CN(C(CCN(C1=CC=C(C=C1)N\C(=C\1/C(NC=2C1=NC=C(C2)C(=O)OC)=O)\C2=CC=CC=C2)C)=O)C ((Z)-methyl 3-(((4-((3-(dimethylamino)-3-oxopropyl)(methyl)amino)phenyl)amino)(phenyl)methylene)-2-oxo-2,3-dihydro-1H-pyrrolo[3,2-b]pyridine-6-carboxylate), CN(C1=CC=C(C=C1)N\C(=C\1/C(NC2=C1C=NC(=C2)C(=O)OC)=O)\C2=CC=CC=C2)CCN2CCN(CC2)C ((Z)-methyl 3-(((4-(methyl(2-(4-methylpiperazin-1-yl)ethyl)amino)phenyl)amino)(phenyl)methylene)-2-oxo-2,3-dihydro-1H-pyrrolo[3,2-c]pyridine-6-carboxylate), O=S1(CCN(CC1)CC(=O)N(C)C1=CC=C(C=C1)N\C(=C\1/C(NC2=C1C=NC(=C2)C(=O)OC)=O)\C2=CC=CC=C2)=O ((Z)-methyl 3-(((4-(2-(1,1-dioxidothiomorpholino)-N-methylacetamido)phenyl)amino)(phenyl)methylene)-2-oxo-2,3-dihydro-1H-pyrrolo[3,2-c]pyridine-6-carboxylate), O=S1(CCN(CC1)CC(=O)N(C)C1=CC=C(C=C1)N\C(=C\1/C(NC2=NC(=CC=C21)C(=O)OC)=O)\C2=CC=CC=C2)=O ((Z)-methyl 3-(((4-(2-(1,1-dioxidothiomorpholino)-N-methylacetamido)phenyl)amino)(phenyl)methylene)-2-oxo-2,3-dihydro-1H-pyrrolo[2,3-b]pyridine-6-carboxylate), CN(CC(=O)N(C)C1=CC=C(C=C1)N\C(=C\1/C(NC2=NC(=CC=C21)C(=O)OC)=O)\C2=CC=CC=C2)C ((Z)-methyl 3-(((4-(2-(dimethylamino)-N-methylacetamido)phenyl)amino)(phenyl)methylene)-2-oxo-2,3-dihydro-1H-pyrrolo[2,3-b]pyridine-6-carboxylate), CN(C(CCN(C1=CC=C(C=C1)N\C(=C\1/C(NC2=C1C=NC(=C2)C(=O)OC)=O)\C2=CC=CC=C2)C)=O)C ((Z)-methyl 3-(((4-((3-(dimethylamino)-3-oxopropyl)(methyl)amino)phenyl)amino)(phenyl)methylene)-2-oxo-2,3-dihydro-1H-pyrrolo[3,2-c]pyridine-6-carboxylate). Yields the product C(C)N(C(CN(C1=CC=C(C=C1)N\C(=C\1/C(NC2=NC(=CC=C21)C(=O)OC)=O)\C2=CC=CC=C2)C)=O)C ((Z)-methyl 3-(((4-((2-(ethyl(methyl)amino)-2-oxoethyl)(methyl)amino)phenyl)amino)(phenyl)methylene)-2-oxo-2,3-dihydro-1H-pyrrolo[2,3-b]pyridine-6-carboxylate). Reaction SMILES: CN(C)C(=O)C[CH2:5][N:6]([CH3:35])[C:7]1[CH:12]=[CH:11][C:10]([NH:13]/[C:14](/[C:29]2[CH:34]=[CH:33][CH:32]=[CH:31][CH:30]=2)=[C:15]2\[C:16](=[O:28])[NH:17][C:18]3[C:23]\2=[CH:22][CH:21]=[C:20]([C:24]([O:26][CH3:27])=[O:25])[N:19]=3)=[CH:9][CH:8]=1.O=S1(=O)CCN(C[C:46]([N:48]([C:50]2C=CC(N/C(/C3C=CC=CC=3)=C3\C(=O)NC4C\3=CC=C(C(OC)=O)N=4)=C[CH:51]=2)[CH3:49])=[O:47])CC1.CN(C)CC(N(C1C=CC(N/C(/C2C=CC=CC=2)=C2\C(=O)NC3C\2=CC=C(C(OC)=O)N=3)=CC=1)C)=O.CN(CCN1CCN(C)CC1)C1C=CC(N/C(/C2C=CC=CC=2)=C2\C(=O)NC3C\2=CC=C(C(OC)=O)N=3)=CC=1.C(N(C)C(=O)CN(C)C1C=CC(N/C(/C2C=CC=CC=2)=C2\C(=O)NC3C=C(C(OC)=O)N=CC\2=3)=CC=1)C.CN(C)C(=O)CCN(C)C1C=CC(N/C(/C2C=CC=CC=2)=C2\C(=O)NC3C=C(C(OC)=O)N=CC\2=3)=CC=1.O=S1(=O)CCN(CC(N(C2C=CC(N/C(/C3C=CC=CC=3)=C3\C(=O)NC4C=C(C(OC)=O)N=CC\3=4)=CC=2)C)=O)CC1.CN(C)CC(N(C1C=CC(N/C(/C2C=CC=CC=2)=C2\C(=O)NC3C=C(C(OC)=O)N=CC\2=3)=CC=1)C)=O.CN(CCN1CCN(C)CC1)C1C=CC(N/C(/C2C=CC=CC=2)=C2\C(=O)NC3C=C(C(OC)=O)N=CC\2=3)=CC=1.C(N(C)C(=O)CN(C)C1C=CC(N/C(/C2C=CC=CC=2)=C2\C(=O)NC3C\2=NC=C(C(OC)=O)C=3)=CC=1)C.CN(C)C(=O)CCN(C)C1C=CC(N/C(/C2C=CC=CC=2)=C2\C(=O)NC3C\2=NC=C(C(OC)=O)C=3)=CC=1.O=S1(=O)CCN(CC(N(C2C=CC(N/C(/C3C=CC=CC=3)=C3\C(=O)NC4C\3=NC=C(C(OC)=O)C=4)=CC=2)C)=O)CC1.CN(C)CC(N(C1C=CC(N/C(/C2C=CC=CC=2)=C2\C(=O)NC3C\2=NC=C(C(OC)=O)C=3)=CC=1)C)=O.CN(CCN1CCN(C)CC1)C1C=CC(N/C(/C2C=CC=CC=2)=C2\C(=O)NC3C\2=NC=C(C(OC)=O)C=3)=CC=1>>[CH2:50]([N:48]([CH3:49])[C:46](=[O:47])[CH2:5][N:6]([CH3:35])[C:7]1[CH:12]=[CH:11][C:10]([NH:13]/[C:14](/[C:29]2[CH:30]=[CH:31][CH:32]=[CH:33][CH:34]=2)=[C:15]2\[C:16](=[O:28])[NH:17][C:18]3[C:23]\2=[CH:22][CH:21]=[C:20]([C:24]([O:26][CH3:27])=[O:25])[N:19]=3)=[CH:9][CH:8]=1)[CH3:51]. Procedure details: (Z)-methyl 3-(((4-((3-(dimethylamino)-3-oxopropyl)(methyl)amino)phenyl)amino)(phenyl)methylene)-2-oxo-2,3-dihydro-1H-pyrrolo[2,3-b]pyridine-6-carboxylate; (Z)-methyl 3-(((4-(2-(1,1-dioxidothiomorpholino)-N-methylacetamido)phenyl)amino)(phenyl)methylene)-2-oxo-2,3-dihydro-1H-pyrrolo[2,3-b]pyridine-6-carboxylate; (Z)-methyl 3-(((4-(2-(dimethylamino)-N-methylacetamido)phenyl)amino)(phenyl)methylene)-2-oxo-2,3-dihydro-1H-pyrrolo[2,3-b]pyridine-6-carboxylate; (Z)-methyl 3-(((4-(methyl(2-(4-methylpipe...